Dataset: the Open Reaction Database (ORD), a public repository of structured organic reaction records. Task: describe an organic reaction: reactants, conditions, products, and yield Reactants: ClC=1C(=C(C=C2C(C(=CN(C12)C1CC1)C(=O)O)=O)F)F (8-chloro-1-cyclopropyl-6,7-difluoro-1,4-dihydro-4-oxo-3-quinolinecarboxylic acid), C(C)(C)(C)OC(=O)NC1CNCC1C (3-t-butoxycarbonylamino-4-methylpyrrolidine), C1CCC2=NCCCN2CC1 (DBU). Run in C(C)#N (acetonitrile). Product: C(C)(C)(C)OC(=O)NC1CN(CC1C)C1=C(C=C2C(C(=CN(C2=C1Cl)C1CC1)C(=O)O)=O)F (7-(3-t-Butoxycarbonylamino-4-methyl-1-pyrrolidinyl)-8-chloro-1-cyclopropyl-6-fluoro-1,4-dihydro-4-oxo-3-quinolinecarboxylic acid). Yield: 50.0%. As a reaction SMILES: [Cl:1][C:2]1[C:3](F)=[C:4]([F:19])[CH:5]=[C:6]2[C:11]=1[N:10]([CH:12]1[CH2:14][CH2:13]1)[CH:9]=[C:8]([C:15]([OH:17])=[O:16])[C:7]2=[O:18].[C:21]([O:25][C:26]([NH:28][CH:29]1[CH:33]([CH3:34])[CH2:32][NH:31][CH2:30]1)=[O:27])([CH3:24])([CH3:23])[CH3:22].C1CCN2C(=NCCC2)CC1>C(#N)C>[C:21]([O:25][C:26]([NH:28][CH:29]1[CH:33]([CH3:34])[CH2:32][N:31]([C:3]2[C:2]([Cl:1])=[C:11]3[C:6]([C:7](=[O:18])[C:8]([C:15]([OH:17])=[O:16])=[CH:9][N:10]3[CH:12]3[CH2:14][CH2:13]3)=[CH:5][C:4]=2[F:19])[CH2:30]1)=[O:27])([CH3:24])([CH3:22])[CH3:23]. Procedure details: A mixture of 8-chloro-1-cyclopropyl-6,7-difluoro-1,4-dihydro-4-oxo-3-quinolinecarboxylic acid (0.5 g), anhydrous acetonitrile (5 ml), 3-t-butoxycarbonylamino-4-methylpyrrolidine (0.5 g) and DBU (0.25 g) was refluxed for an hour. The reacting mixture was concentrated under reduced pressure, to the resulting residue was added acetonitrile-ether (1:1) to crystallize and the precipitate was collected by filtration. This precipitate was recrystallized from dichloromethane-methanol to give the title c... Reaction SMILES: O.[OH-].[Na+].[OH:4][C@H:5]([CH3:12])[CH2:6][C:7]([O:9]CC)=[O:8].[Cl-].[Na+].[CH2:15]([OH:17])[CH3:16]>>[C:15]([O:4][CH:5]([CH3:12])[CH2:6][C:7]([OH:9])=[O:8])(=[O:17])[CH3:16] |f:1.2,4.5|. Reported procedure: In a liquid mixture comprising 15 ml of water, 15 ml of ethanol and sodium hydroxide was dissolved 4.0 of ethyl (R)-β-hydroxybutanoate, and the solution was refluxed under heating, cooled and passed through an ion exchange resin (Amberlite1/2 IR-120B). The solvent was removed under a reduced pressure, 10 ml of anhydrous pyridine and 3 ml of anhydrous acetic acid were added to the residue, and the mixture was stirred at room temperature overnight. Dilute hydrochloric acid was added to the reactio... Yields the product C(C)(=O)OC(CC(=O)O)C (β-acetoxybutanoic acid). Reactants: O (water), [Cl-].[Na+] (sodium chloride), C(C)O (ethanol), [OH-].[Na+] (sodium hydroxide), O[C@@H](CC(=O)OCC)C (ethyl (R)-β-hydroxybutanoate). Conditions: time 8 hour. Starting materials: CCN=C=NCCCN(C)C, CCOC(C)=O, CO, CCN(C(C)C)C(C)C, Fc1ccc(N2CCNCC2)cc1, CN(C)C=O, O, O=C(O)c1cc2[nH]nc(-c3cc4cc(CO)ccc4[nH]3)c2s1, On1nnc2ccccc21. The product is O=C(c1cc2[nH]nc(-c3cc4cc(CO)ccc4[nH]3)c2s1)N1CCN(c2ccc(F)cc2)CC1. As a reaction SMILES: [CH2:23]([N:24]=[C:25]=[N:26][CH2:27][CH2:28][CH2:29][N:30]([CH3:31])[CH3:32])[CH3:33].[CH3:71][CH2:72][O:73][C:74](=[O:75])[CH3:76].[CH3:77][OH:78].[CH:44]([N:45]([CH:46]([CH3:47])[CH3:48])[CH2:49][CH3:50])([CH3:51])[CH3:52].[F:53][c:54]1[cH:55][cH:56][c:57]([N:60]2[CH2:61][CH2:62][NH:63][CH2:64][CH2:65]2)[cH:58][cH:59]1.[O:66]=[CH:67][N:68]([CH3:69])[CH3:70].[OH2:79].[OH:1][CH2:2][c:3]1[cH:4][c:5]2[cH:6][c:7](-[c:12]3[c:13]4[c:14]([nH:15][n:16]3)[cH:17][c:18]([C:20](=[O:21])[OH:22])[s:19]4)[nH:8][c:9]2[cH:10][cH:11]1.[OH:34][n:35]1[c:36]2[cH:37][cH:38][cH:39][cH:40][c:41]2[n:42][n:43]1>>[OH:1][CH2:2][c:3]1[cH:4][c:5]2[cH:6][c:7](-[c:12]3[c:13]4[c:14]([nH:15][n:16]3)[cH:17][c:18]([C:20](=[O:22])[N:63]3[CH2:62][CH2:61][N:60]([c:57]5[cH:56][cH:55][c:54]([F:53])[cH:59][cH:58]5)[CH2:65][CH2:64]3)[s:19]4)[nH:8][c:9]2[cH:10][cH:11]1. The reactants are Cl (HCl), C(C)O (ethanol), BrCCCCCCCCCCC(=O)O (11-bromoundecanoic acid), BrCCCCCCCCCCC(=O)O (11-Bromoundecanoic acid). The product is C(C)OC(CCCCCCCCCCBr)=O (ethyl-11-bromoundecanoate), compound 2. Yield: 82.5%. As a reaction SMILES: [Br:1][CH2:2][CH2:3][CH2:4][CH2:5][CH2:6][CH2:7][CH2:8][CH2:9][CH2:10][CH2:11][C:12]([OH:14])=[O:13].Cl.[CH2:16](O)[CH3:17]>>[CH2:16]([O:13][C:12](=[O:14])[CH2:11][CH2:10][CH2:9][CH2:8][CH2:7][CH2:6][CH2:5][CH2:4][CH2:3][CH2:2][Br:1])[CH3:17]. Procedure: Compound 1, 11-Bromoundecanoic acid (41.38 g, 156 mmol), was placed in a 250 ml round-bottomed flask equipped with a reflux condenser. After absolute ethanol (60 ml) and concentrated HCl (1/2 ml) were added, the reaction mixture was refluxed overnight. The reaction mixture was allowed to cool to room temperature before the solvent was removed under reduced pressure. The resulting yellow oil was dissolved in ether. The ether solution was extracted with saturated sodium carbonate (NaHCO3) and H2O,... The reactants are acid chloride, CC(C(=O)O)(C)S(=O)(=O)CCCC(F)(F)F (2-methyl-2-(4,4,4-trifluoro-butane-1-sulfonyl)-propionic acid), CC(C(=O)O)(C)S(=O)(=O)CCCC(F)(F)F (2-methyl-2-(4,4,4-trifluoro-butane-1-sulfonyl)-propionic acid), S(=O)(Cl)Cl (thionyl chloride), CN(C)C=O (DMF), CCN(C(C)C)C(C)C (DIPEA), NC1=CC(=NO1)C(C#N)(C)C (2-(5-amino-isoxazol-3-yl)-2-methyl-propionitrile), NC1=CC(=NO1)C(C#N)(C)C (2-(5-amino-isoxazol-3-yl)-2-methyl-propionitrile). Run in C1(=CC=CC=C1)C (toluene), C1(=CC=CC=C1)C (toluene). Run at time 16 hour. Product: C(#N)C(C1=NOC(=C1)NC(C(C)(S(=O)(=O)CCCC(F)(F)F)C)=O)(C)C (N-[3-(cyano-dimethyl-methyl)-isoxazol-5-yl]-2-methyl-2-(4,4,4-trifluoro-butane-1-sulfonyl)-propionamide). Yield: 52.4%. As a reaction SMILES: [CH3:1][C:2]([S:7]([CH2:10][CH2:11][CH2:12][C:13]([F:16])([F:15])[F:14])(=[O:9])=[O:8])([CH3:6])[C:3]([OH:5])=O.S(Cl)(Cl)=O.CN(C=O)C.CCN(C(C)C)C(C)C.[NH2:35][C:36]1[O:40][N:39]=[C:38]([C:41]([CH3:45])([CH3:44])[C:42]#[N:43])[CH:37]=1>C1(C)C=CC=CC=1>[C:42]([C:41]([CH3:45])([CH3:44])[C:38]1[CH:37]=[C:36]([NH:35][C:3](=[O:5])[C:2]([CH3:1])([S:7]([CH2:10][CH2:11][CH2:12][C:13]([F:16])([F:15])[F:14])(=[O:9])=[O:8])[CH3:6])[O:40][N:39]=1)#[N:43]. Reported procedure: To 100 mg (0.38 mmol) of 2-methyl-2-(4,4,4-trifluoro-butane-1-sulfonyl)-propionic acid (intermediate 5) in toluene (4.07 mL) are added 55.3 μL (0.76 mmol) thionyl chloride and 3.10 μL (0.04 mmol) DMF. The solution is stirred at reflux for 1 h. In a second flask 78.7 μL (0.46 mmol) DIPEA are added to 63.4 mg (0.42 mmol) of 2-(5-amino-isoxazol-3-yl)-2-methyl-propionitrile (intermediate 7) in toluene (2.03 mL). The mixture is stirred at RT for 5 min, then added to the acid chloride and stirring is ...